This data is from the Open Reaction Database (ORD), a public repository of structured organic reaction records. The task is: describe an organic reaction: reactants, conditions, products, and yield The reactants are N(=O)[O-].[Na+] (sodium nitrite), NC1=C2N=C(C(=NC2=CC=C1)CN1C(C2=CC=CC=C2C1=O)=O)C1=C(C=CC=C1)Cl (2-((5-amino-3-(2-chlorophenyl)quinoxalin-2-yl)methyl)isoindoline-1,3-dione), CC(=O)C (acetone), [I-].[K+] (potassium iodide), Cl (hydrochloric acid). Conditions: temperature 0 celsius. Yields the product ClC1=C(C=CC=C1)C=1C(=NC2=CC=CC(=C2N1)I)CN1C(C2=CC=CC=C2C1=O)=O (2-((3-(2-chlorophenyl)-5-iodoquinoxalin-2-yl)methyl)-isoindoline-1,3-dione). As a reaction SMILES: N[C:2]1[CH:11]=[CH:10][CH:9]=[C:8]2[C:3]=1[N:4]=[C:5]([C:24]1[CH:29]=[CH:28][CH:27]=[CH:26][C:25]=1[Cl:30])[C:6]([CH2:12][N:13]1[C:21](=[O:22])[C:20]3[C:15](=[CH:16][CH:17]=[CH:18][CH:19]=3)[C:14]1=[O:23])=[N:7]2.CC(C)=O.Cl.N([O-])=O.[Na+].[I-:40].[K+]>>[Cl:30][C:25]1[CH:26]=[CH:27][CH:28]=[CH:29][C:24]=1[C:5]1[C:6]([CH2:12][N:13]2[C:21](=[O:22])[C:20]3[C:15](=[CH:16][CH:17]=[CH:18][CH:19]=3)[C:14]2=[O:23])=[N:7][C:8]2[C:3]([N:4]=1)=[C:2]([I:40])[CH:11]=[CH:10][CH:9]=2 |f:3.4,5.6|. Reported procedure: 2-((5-amino-3-(2-chlorophenyl)quinoxalin-2-yl)methyl)isoindoline-1,3-dione (Prepared in Example 97, 0.8364 g, 2.016 mmol) was dissolved in acetone (28.80 mL, 2.016 mmol) and cooled to 0° C. While being stirred, the solution was treated first with 2 M hydrochloric acid (5.645 mL, 11.29 mmol) and then dropwise with 1 M aq. sodium nitrite (6.049 mL, 6.049 mmol) while maintaining the temperature of the mixture at 0° C. After the additions were complete, the mixture was stirred for 15 min and then tr... The reactants are [I-].O[C@H](C)[C@@H]1[C@H]2[C@H](C(=C(N2C1=O)C(=O)OCC1=CC=C(C=C1)[N+](=O)[O-])S[C@H]1C[C@H](N(C1)C(=O)OCC1=CC=C(C=C1)[N+](=O)[O-])C[N+]1=CN(C=C1)C)C (4-nitrobenzyl (4R,5S,6S)-6-[(1R)-1-hydroxyethyl]-4-methyl-3-[(2S,4S)-2-(3-methyl-1-imidazolio)methyl-1-(4-nitrobenzyloxycarbonyl)pyrrolidin-4-yl]thio-7-oxo-1-azabicyclo[3.2.0]hept-2-ene-2-carboxylate iodide), [H][H] (hydrogen). Reagents/catalysts: [OH-].[OH-].[Pd+2] (palladium hydroxide on carbon). Run in O1CCCC1 (tetrahydrofuran), P(=O)([O-])([O-])[O-] (phosphate). The product is O[C@H](C)[C@@H]1[C@H]2[C@H](C(=C(N2C1=O)C(=O)[O-])S[C@H]1C[C@H](NC1)C[N+]1=CN(C=C1)C)C ((4R,5S,6S)-6-[(1R)-1-hydroxyethyl]-4-methyl-3-[(2S,4S)-2-(3-methyl-1-imidazolio)methylpyrrolidin-4-yl]thio-7-oxo-1-azabicyclo[3.2.0]hept-2-ene-2-carboxylate). Isolated yield 66.1%. Reaction SMILES: [I-].[OH:2][C@@H:3]([C@H:5]1[C:11](=[O:12])[N:10]2[C@@H:6]1[C@@H:7]([CH3:52])[C:8]([S:26][C@@H:27]1[CH2:31][N:30](C(OCC3C=CC([N+]([O-])=O)=CC=3)=O)[C@H:29]([CH2:45][N+:46]3[CH:50]=[CH:49][N:48]([CH3:51])[CH:47]=3)[CH2:28]1)=[C:9]2[C:13]([O:15]CC1C=CC([N+]([O-])=O)=CC=1)=[O:14])[CH3:4].[H][H]>O1CCCC1.P([O-])([O-])([O-])=O.[OH-].[OH-].[Pd+2]>[OH:2][C@@H:3]([C@H:5]1[C:11](=[O:12])[N:10]2[C@@H:6]1[C@@H:7]([CH3:52])[C:8]([S:26][C@@H:27]1[CH2:31][NH:30][C@H:29]([CH2:45][N+:46]3[CH:50]=[CH:49][N:48]([CH3:51])[CH:47]=3)[CH2:28]1)=[C:9]2[C:13]([O-:15])=[O:14])[CH3:4] |f:0.1,5.6.7|. Procedure details: A solution of 4-nitrobenzyl (4R,5S,6S)-6-[(1R)-1-hydroxyethyl]-4-methyl-3-[(2S,4S)-2-(3-methyl-1-imidazolio)methyl-1-(4-nitrobenzyloxycarbonyl)pyrrolidin-4-yl]thio-7-oxo-1-azabicyclo[3.2.0]hept-2-ene-2-carboxylate iodide (0.79 g) obtained in Example 3-1 in a mixture of tetrahydrofuran (50 ml) and 0.1M phosphate buffer (pH 6.5) (50 ml) was stirred in the presence of 20% palladium hydroxide on carbon (0.3 g) under atmospheric pressure of hydrogen at ambient temperature for 5 hours. The catalyst wa... Starting materials: [H-], CC(C)(C)OC(=[SiH2])C1OC(n2cnc3c(N)nc(N)nc32)C(O)C1(O)C(C)(C)C, [Na+], CN(C)C=O. The product is COC1C(n2cnc3c(N)nc(N)nc32)OC(C(=[SiH2])OC(C)(C)C)C1(O)C(C)(C)C. RXN SMILES: [H-:35].[NH2:1][c:2]1[n:3][c:4]([NH2:29])[c:5]2[n:6][cH:7][n:8]([CH:11]3[CH:12]([OH:13])[C:14]([OH:15])([C:25]([CH3:26])([CH3:27])[CH3:28])[CH:16]([C:18]([O:19][C:20]([CH3:21])([CH3:22])[CH3:23])=[SiH2:24])[O:17]3)[c:9]2[n:10]1.[Na+:36].[O:30]=[CH:31][N:32]([CH3:33])[CH3:34]>>[NH2:1][c:2]1[n:3][c:4]([NH2:29])[c:5]2[n:6][cH:7][n:8]([CH:11]3[CH:12]([O:13][CH3:31])[C:14]([OH:15])([C:25]([CH3:26])([CH3:27])[CH3:28])[CH:16]([C:18]([O:19][C:20]([CH3:21])([CH3:22])[CH3:23])=[SiH2:24])[O:17]3)[c:9]2[n:10]1.